This data is from the Open Reaction Database (ORD), a public repository of structured organic reaction records. The task is: describe an organic reaction: reactants, conditions, products, and yield The reactants are C(C)OC(C(CNC(=O)C=1N=C(C2=CC(=CC=C2C1O)NC(=O)NC1=CC=CC=C1)C#N)(C)C)=O (3-{[1-Cyano-4-hydroxy-7-(3-phenyl-ureido)-isoquinoline-3-carbonyl]-amino}-2,2-dimethyl-propionic acid ethyl ester), [OH-].[Na+] (sodium hydroxide). The solvent is CO (methanol). Reaction conditions: time 8 hour. The product is C(#N)C1=NC(=C(C2=CC=C(C=C12)NC(=O)NC1=CC=CC=C1)O)C(=O)NCC(C(=O)O)(C)C (3-{[1-Cyano-4-hydroxy-7-(3-phenyl-ureido)-isoquinoline-3-carbonyl]amino}-2,2-dimethyl-propionic acid). The yield is 73.0%. RXN SMILES: C([O:3][C:4](=[O:35])[C:5]([CH3:34])([CH3:33])[CH2:6][NH:7][C:8]([C:10]1[N:11]=[C:12]([C:31]#[N:32])[C:13]2[C:18]([C:19]=1[OH:20])=[CH:17][CH:16]=[C:15]([NH:21][C:22]([NH:24][C:25]1[CH:30]=[CH:29][CH:28]=[CH:27][CH:26]=1)=[O:23])[CH:14]=2)=[O:9])C.[OH-].[Na+]>CO>[C:31]([C:12]1[C:13]2[C:18](=[CH:17][CH:16]=[C:15]([NH:21][C:22]([NH:24][C:25]3[CH:30]=[CH:29][CH:28]=[CH:27][CH:26]=3)=[O:23])[CH:14]=2)[C:19]([OH:20])=[C:10]([C:8]([NH:7][CH2:6][C:5]([CH3:34])([CH3:33])[C:4]([OH:35])=[O:3])=[O:9])[N:11]=1)#[N:32] |f:1.2|. Procedure details: 3-{[1-Cyano-4-hydroxy-7-(3-phenyl-ureido)-isoquinoline-3-carbonyl]-amino}-2,2-dimethyl-propionic acid ethyl ester (35 mg, 0.0736 mmol) was methanol (5 mL) and aqueous sodium hydroxide (5 mL, 2M) was added via syringe. The reaction was permitted to stir overnight at room temperature. Upon completion, the reaction was concentrated, diluted with water and acidified to pH 3 with 1M hydrochloric acid. The resulting precipitate was isolated by filtration and dried to provide the title compound as a wh...